This data is from the Open Reaction Database (ORD), a public repository of structured organic reaction records. The task is: describe an organic reaction: reactants, conditions, products, and yield Starting materials: CC(C)[N-]C(C)C, [Li+], O=C1CCCCC1, C1CCOC1, O, N#Cc1ccc(Cc2c[nH]nn2)cc1. Yields the product N#Cc1ccc(C(c2c[nH]nn2)C2(O)CCCCC2)cc1. As a reaction SMILES: [CH:15]([N-:16][CH:17]([CH3:18])[CH3:19])([CH3:20])[CH3:21].[Li+:22].[O:23]=[C:24]1[CH2:25][CH2:26][CH2:27][CH2:28][CH2:29]1.[O:31]1[CH2:32][CH2:33][CH2:34][CH2:35]1.[OH2:30].[nH:1]1[n:2][n:3][c:4]([CH2:6][c:7]2[cH:8][cH:9][c:10]([C:11]#[N:12])[cH:13][cH:14]2)[cH:5]1>>[nH:1]1[n:2][n:3][c:4]([CH:6]([c:7]2[cH:8][cH:9][c:10]([C:11]#[N:12])[cH:13][cH:14]2)[C:24]2([OH:23])[CH2:25][CH2:26][CH2:27][CH2:28][CH2:29]2)[cH:5]1. Solvent: C(C)O (ethanol). Reactants: Cl.C1(CCCC1)NN (cyclopentyl-hydrazine hydrochloride), C(C)OC(C(C(C(F)(F)F)=O)=CN(C)C)=O (2-dimethylaminomethylene-4,4,4-trifluoro-3-oxo-butyric acid ethyl ester), C(C)(=O)[O-].[Na+] (sodium acetate). The yield is 52.6%. Procedure details: Cyclopentyl-hydrazine hydrochloride (0.250 g, 1.83 mmol, Example 64, Step 2), 2-dimethylaminomethylene-4,4,4-trifluoro-3-oxo-butyric acid ethyl ester (0.403 g, 1.68 mmol) and anhydrous sodium acetate (0.163 g, 1.99 mmol) were combined in ethanol (2.5 mL) and heated at 70° C. for 17 hours. After cooling to room temperature, the reaction mixture was partitioned between methylene chloride and water. The organic phase was washed with water and brine. Each aqueous phase was back extracted with a seco... As a reaction SMILES: Cl.[CH:2]1([NH:7][NH2:8])[CH2:6][CH2:5][CH2:4][CH2:3]1.[CH2:9]([O:11][C:12](=[O:24])[C:13](=[CH:20]N(C)C)[C:14](=O)[C:15]([F:18])([F:17])[F:16])[CH3:10].C([O-])(=O)C.[Na+]>C(O)C>[CH2:9]([O:11][C:12]([C:13]1[CH:20]=[N:8][N:7]([CH:2]2[CH2:6][CH2:5][CH2:4][CH2:3]2)[C:14]=1[C:15]([F:16])([F:17])[F:18])=[O:24])[CH3:10] |f:0.1,3.4|. The product is C(C)OC(=O)C=1C=NN(C1C(F)(F)F)C1CCCC1 (1-cyclopentyl-5-trifluoromethyl-1H-pyrazole-4-carboxylic acid ethyl ester). Run at temperature 70 celsius. Starting materials: CCN=C=NCCCN(C)C, OC1CCNC1, CN(C)C=O, On1nnc2ccccc21, O=C(O)c1ccc(-n2cnc3ccccc32)cc1. The product is O=C(c1ccc(-n2cnc3ccccc32)cc1)N1CCC(O)C1. RXN SMILES: [CH2:25]([N:26]=[C:27]=[N:28][CH2:29][CH2:30][CH2:31][N:32]([CH3:33])[CH3:34])[CH3:35].[NH:19]1[CH2:20][CH:21]([OH:24])[CH2:22][CH2:23]1.[O:46]=[CH:47][N:48]([CH3:49])[CH3:50].[OH:36][n:37]1[c:38]2[cH:39][cH:40][cH:41][cH:42][c:43]2[n:44][n:45]1.[n:1]1(-[c:10]2[cH:11][cH:12][c:13]([C:14](=[O:15])[OH:16])[cH:17][cH:18]2)[cH:2][n:3][c:4]2[c:5]1[cH:6][cH:7][cH:8][cH:9]2>>[n:1]1(-[c:10]2[cH:11][cH:12][c:13]([C:14](=[O:16])[N:19]3[CH2:20][CH:21]([OH:24])[CH2:22][CH2:23]3)[cH:17][cH:18]2)[cH:2][n:3][c:4]2[c:5]1[cH:6][cH:7][cH:8][cH:9]2. Reactants: C(C)(C)(C)OC(=O)N1CCC(CC1)=O (4-oxo-piperidine-1-carboxylic acid tert-butyl ester), C(C1=CC=CC=C1)N (benzylamine), [N+](=O)([O-])C=CC1=CC(=CC=C1)F ((2-nitro-vinyl)-3-fluorobenzene). Run in CCO (EtOH). Product: C(C1=CC=CC=C1)N1C=C(C=2CNCCC21)C2=CC(=CC=C2)F (1-Benzyl-3-(3-fluoro-phenyl)-4,5,6,7-tetrahydro-1H-pyrrolo[3,2-c]pyridine). Reaction SMILES: C(OC([N:8]1[CH2:13][CH2:12][C:11](=O)[CH2:10][CH2:9]1)=O)(C)(C)C.[CH2:15]([NH2:22])[C:16]1[CH:21]=[CH:20][CH:19]=[CH:18][CH:17]=1.[N+]([CH:26]=[CH:27][C:28]1[CH:33]=[CH:32][CH:31]=[C:30]([F:34])[CH:29]=1)([O-])=O>CCO>[CH2:15]([N:22]1[C:11]2[CH2:10][CH2:9][NH:8][CH2:13][C:12]=2[C:27]([C:28]2[CH:33]=[CH:32][CH:31]=[C:30]([F:34])[CH:29]=2)=[CH:26]1)[C:16]1[CH:21]=[CH:20][CH:19]=[CH:18][CH:17]=1. Reported procedure: The title compound (282.6 mg) was prepared from 0.61 g of 4-oxo-piperidine-1-carboxylic acid tert-butyl ester, 330 μL of benzylamine, and 0.50 g of (2-nitro-vinyl)-3-fluorobenzene, using EtOH as the solvent and without SiO2. MS (ESI): exact mass calculated for C20H19FN2, 306.15. found, m/z 307.2 [M+H]+. 1H NMR (500 MHz, CD3OD): 7.38-7.32 (m, 3H), 7.30-7.26 (m, 1H), 7.20-7.14 (m, 4H), 7.10-7.06 (m, 1H), 6.95-6.90 (m, 1H), 5.15 (s, 2H), 4.36 (s, 2H), 3.50 (t, J=6.3 Hz, 2H), 2.86 (t, J=6.3 Hz, 2H). The reactants are C(C)(CC)N1C(SC2=C1C=C(C(=C2)F)N2C(NC(=CC2=O)C(F)(F)F)=O)=O (1-[3-sec-butyl-6-fluoro-2 (3H)benzothiazolon-5-yl]-4-trifluoromethyl-1,2,3,6-tetrahydropyrimidine-2,6-dione), CI (methyl iodide), C([O-])([O-])=O.[K+].[K+] (potassium carbonate), resultant mixture, O (water). Solvent: CN(C=O)C (dimethylformamide). Product: C(C)(CC)N1C(SC2=C1C=C(C(=C2)F)N2C(N(C(=CC2=O)C(F)(F)F)C)=O)=O (1-[3-sec-butyl-6-fluoro-2(3H) -benzothiazolon-5-yl]-3-metyl -4-trifluoromethyl-1,2,3,6-tetrahydropyrimidine-2,6-dione). Isolated yield 48.3%. As a reaction SMILES: [CH:1]([N:5]1[C:9]2[CH:10]=[C:11]([N:15]3[C:20](=[O:21])[CH:19]=[C:18]([C:22]([F:25])([F:24])[F:23])[NH:17][C:16]3=[O:26])[C:12]([F:14])=[CH:13][C:8]=2[S:7][C:6]1=[O:27])([CH2:3][CH3:4])[CH3:2].CI.[C:30](=O)([O-])[O-].[K+].[K+].O>CN(C)C=O>[CH:1]([N:5]1[C:9]2[CH:10]=[C:11]([N:15]3[C:20](=[O:21])[CH:19]=[C:18]([C:22]([F:23])([F:25])[F:24])[N:17]([CH3:30])[C:16]3=[O:26])[C:12]([F:14])=[CH:13][C:8]=2[S:7][C:6]1=[O:27])([CH2:3][CH3:4])[CH3:2] |f:2.3.4|. Reported procedure: To a solution of 1-[3-sec-butyl-6-fluoro-2 (3H)benzothiazolon-5-yl]-4-trifluoromethyl-1,2,3,6-tetrahydropyrimidine-2,6-dione (2.0 g) in dimethylformamide (10 g), methyl iodide (0.5 g) and potassium carbonate (1.6 g) were added, and the resultant mixture was heated at 40° to 80° C. for 3 hours. After completion of the reaction, the reaction mixture was poured into water, and the precipitated crystals were collected by filtraction, washed and dried. The residue was purified by column chromatograph... Product: NC1=C(C(=CC=C1)Cl)C(CC)O ((±)-1-(2-amino-6-chlorophenyl)propan-1-ol). The yield is 48.0%. Procedure: This compound was prepared using General Method 1 (EXAMPLE 1) from 2-amino-6-chlorobenzaldehyde (0.30 g, 1.9 mmol) and ethyl magnesium bromide (3 M in diethyl ether, 1.3 mL) to afford 0.17 g (48%) of (±)-1-(2-amino-6-chlorophenyl)propan-1-ol after flash chromatography (4:1 hexanes:ethyl acetate). Reactants: NC1=C(C=O)C(=CC=C1)Cl (2-amino-6-chlorobenzaldehyde), C(C)[Mg]Br (ethyl magnesium bromide). The solvent is hexanes, C(C)(=O)OCC (ethyl acetate). Reaction SMILES: [NH2:1][C:2]1[CH:9]=[CH:8][CH:7]=[C:6]([Cl:10])[C:3]=1[CH:4]=[O:5].[CH2:11]([Mg]Br)[CH3:12]>C(OCC)(=O)C>[NH2:1][C:2]1[CH:9]=[CH:8][CH:7]=[C:6]([Cl:10])[C:3]=1[CH:4]([OH:5])[CH2:11][CH3:12].